From a dataset of the Open Reaction Database (ORD), a public repository of structured organic reaction records. describe an organic reaction: reactants, conditions, products, and yield Starting materials: FC1=CC=C(C=C1)C1=CN=CC=2N1N=C(N2)N (5-(4-fluoro-phenyl)-[1,2,4]triazolo[1,5-a]pyrazin-2-ylamine), CC1=NSC(=N1)N1CCC(CC1)=O (1-(3-methyl-[1,2,4]thiadiazol-5-yl)-piperidin-4-one). Yields the product FC1=CC=C(C=C1)C1=CN=CC=2N1N=C(N2)NC2CCN(CC2)C2=NC(=NS2)C (5-(4-Fluorophenyl)-N-(1-(3-methyl-1,2,4-thiadiazol-5-yl)piperidin-4-yl)-[1,2,4]triazolo[1,5-a]pyrazin-2-amine). As a reaction SMILES: [F:1][C:2]1[CH:7]=[CH:6][C:5]([C:8]2[N:13]3[N:14]=[C:15]([NH2:17])[N:16]=[C:12]3[CH:11]=[N:10][CH:9]=2)=[CH:4][CH:3]=1.[CH3:18][C:19]1[N:23]=[C:22]([N:24]2[CH2:29][CH2:28][C:27](=O)[CH2:26][CH2:25]2)[S:21][N:20]=1>>[F:1][C:2]1[CH:7]=[CH:6][C:5]([C:8]2[N:13]3[N:14]=[C:15]([NH:17][CH:27]4[CH2:26][CH2:25][N:24]([C:22]5[S:21][N:20]=[C:19]([CH3:18])[N:23]=5)[CH2:29][CH2:28]4)[N:16]=[C:12]3[CH:11]=[N:10][CH:9]=2)=[CH:4][CH:3]=1. Reported procedure: Prepared in analogy to example 1h, starting from 5-(4-fluoro-phenyl)-[1,2,4]triazolo[1,5-a]pyrazin-2-ylamine and 1-(3-methyl-[1,2,4]thiadiazol-5-yl)-piperidin-4-one. The title compound was obtained as a white solid.